The task is: describe an organic reaction: reactants, conditions, products, and yield. This data is from the Open Reaction Database (ORD), a public repository of structured organic reaction records. The reactants are CO, COC(=O)C(=O)N(Cc1ccccc1)CC1COCCN1Cc1ccccc1. Yields the product O=C1C(=O)N2CCOCC2CN1Cc1ccccc1. RXN SMILES: [CH3:29][OH:30].[O:1]=[C:2]([C:3](=[O:4])[O:20][CH3:21])[N:7]([CH2:8][CH:9]1[CH2:10][O:11][CH2:12][CH2:13][N:14]1[CH2:5][c:6]1[cH:15][cH:16][cH:17][cH:18][cH:19]1)[CH2:22][c:23]1[cH:24][cH:25][cH:26][cH:27][cH:28]1>>[O:1]=[C:2]1[C:3](=[O:4])[N:14]2[CH:9]([CH2:8][N:7]1[CH2:22][c:23]1[cH:24][cH:25][cH:26][cH:27][cH:28]1)[CH2:10][O:11][CH2:12][CH2:13]2. Starting materials: [C@@H]1(C[C@H](O)[C@@H](CO)O1)N1C(=O)NC(=O)C(C)=C1 (Thymidine), purine nucleoside, AG1X2-hydroxide, purine nucleoside, Cl.NC1=NC(=C2N=CNC2=N1)NC1CC1 (2-Amino-6-(cyclopropylamino)-9H-purine hydrochloride), F[C@H]1[C@@H](O[C@@H]([C@H]1O)CO)N1C(=O)NC(=O)C=C1 (1-(2-deoxy-2-fluoro-β-D-ribofuranosyl)uracil), [N-]=[N+]=[N-].[K+] (potassium azide), [C@@H]1(C[C@H](O)[C@@H](CO)O1)N1C(=O)NC(=O)C(C)=C1 (thymidine). Solvent: P(=O)([O-])([O-])[O-].[K+].[K+].[K+] (potassium phosphate). Product: NC1=NC(=C2N=CN(C2=N1)[C@H]1[C@@H]([C@H](O)[C@H](O1)CO)F)NC1CC1 (2-Amino-6-(cyclopropylamino)-9-(2-deoxy-2-fluoro-β-D-ribofuranosyl)-9H-purine). RXN SMILES: Cl.[NH2:2][C:3]1[N:11]=[C:10]2[C:6]([N:7]=[CH:8][NH:9]2)=[C:5]([NH:12][CH:13]2[CH2:15][CH2:14]2)[N:4]=1.[F:16][C@@H:17]1[C@H:21]([OH:22])[C@@H:20]([CH2:23][OH:24])[O:19][C@H:18]1N1C=CC(=O)NC1=O.[N-]=[N+]=[N-].[K+].[C@@H]1(N2C=C(C)C(=O)NC2=O)O[C@H](CO)[C@@H](O)C1>P([O-])([O-])([O-])=O.[K+].[K+].[K+]>[NH2:2][C:3]1[N:11]=[C:10]2[C:6]([N:7]=[CH:8][N:9]2[C@@H:18]2[O:19][C@H:20]([CH2:23][OH:24])[C@@H:21]([OH:22])[C@H:17]2[F:16])=[C:5]([NH:12][CH:13]2[CH2:15][CH2:14]2)[N:4]=1 |f:0.1,3.4,6.7.8.9|. Reported procedure: 2-Amino-6-(cyclopropylamino)-9H-purine hydrochloride (0.3 g, 1.3 mmoles) and 1-(2-deoxy-2-fluoro-β-D-ribofuranosyl)uracil (0.4 g, 1.6 mmoles) which may be prepared according to J. F. Codington et al. (J. Org. Chem. 29:558, 1964) were dissolved in 20 ml of 5 mM potassium phosphate buffer, pH 7.0, which contained 0.04% (w/v) potassium azide. Thymidine phosphorylase (2,000 I.U.) and purine nucleoside phosphorylase (5,540 I.U.) (T. A. Krenitsky et al., Biochemistry 20:3615, 1981 and U.S. Pat. No. 4,... The reactants are oxime, ClC1=CC=C(C=C1)CC(=O)C1=CC=CC=C1 (2-(4-Chlorophenyl)-1-phenyl-1-ethanone), Cl.O(C)N (methoxylamine hydrochloride). The solvent is N1=CC=CC=C1 (pyridine). Reaction conditions: time 8 hour. Product: CON=C(CC1=CC=C(C=C1)Cl)C1=CC=CC=C1 (2-(4-Chlorophenyl)-1-phenyl-1-ethanone-O-methyl oxime). The yield is 92.0%. As a reaction SMILES: [Cl:1][C:2]1[CH:7]=[CH:6][C:5]([CH2:8][C:9]([C:11]2[CH:16]=[CH:15][CH:14]=[CH:13][CH:12]=2)=O)=[CH:4][CH:3]=1.Cl.[O:18]([NH2:20])[CH3:19]>N1C=CC=CC=1>[CH3:19][O:18][N:20]=[C:9]([C:11]1[CH:16]=[CH:15][CH:14]=[CH:13][CH:12]=1)[CH2:8][C:5]1[CH:6]=[CH:7][C:2]([Cl:1])=[CH:3][CH:4]=1 |f:1.2|. Procedure: To a solution of 2-(4-chlorophenyl)-1-phenyl-1-ethanone (2, 1.93 g, 8.37 mmol) in 25 ml pyridine (dried over molecular sieves) under nitrogen was added at room temperature methoxylamine hydrochloride (873 mg, 10.5 mmol). The resulting slightly cloudy, pale orange mixture was stirred at room temperature overnight. The pyridine was removed in vacuo with heating. The residual solids were stirred with ether (60 ml), isolated by filtration, and discarded. The filtrate was dried over sodium sulfate, a... The reactants are O=S(=O)(Cl)CCOCc1ccccc1, ClCCl, [NH4+], [OH-]. Yields the product NS(=O)(=O)CCOCc1ccccc1. As a reaction SMILES: [CH2:3]([c:4]1[cH:5][cH:6][cH:7][cH:8][cH:9]1)[O:10][CH2:11][CH2:12][S:13](=[O:14])(=[O:15])[Cl:16].[Cl:17][CH2:18][Cl:19].[NH4+:1].[OH-:2]>>[NH2:1][S:13]([CH2:12][CH2:11][O:10][CH2:3][c:4]1[cH:5][cH:6][cH:7][cH:8][cH:9]1)(=[O:14])=[O:15]. The reactants are N#CCc1cccc2ccc(Br)cc12, CS(C)=O, Cl, NO, [Na+], [OH-], O. Product: NC(Cc1cccc2ccc(Br)cc12)=NO. Reaction SMILES: [Br:6][c:7]1[cH:8][cH:9][c:10]2[cH:11][cH:12][cH:13][c:14]([CH2:17][C:18]#[N:19])[c:15]2[cH:16]1.[CH3:20][S:21]([CH3:22])=[O:23].[ClH:1].[NH2:2][OH:3].[Na+:5].[OH-:4].[OH2:24]>>[N:2]([OH:3])=[C:18]([CH2:17][c:14]1[cH:13][cH:12][cH:11][c:10]2[cH:9][cH:8][c:7]([Br:6])[cH:16][c:15]21)[NH2:19]. Yields the product CS(=O)(=O)O.CS(=O)(=O)O.BrC1=CC=2N3C4=C(C=C(C=C4SC2C=C1)OCC=1C=NC=CC1)C(C(=C3)CC=3C=NC=CC3)=O (10-bromo-2-(3-pyridylmethyl)-5-(3-pyridylmethyloxy)-3H-pyrido[3,2,1-kl]phenothiazin-3-one dimethanesulfonate). Reaction SMILES: [Br:1][C:2]1[CH:15]=[CH:14][C:13]2[S:12][C:11]3[C:6]4=[C:7]([C:24](=[O:34])[C:25]([CH2:27][C:28]5[CH:29]=[N:30][CH:31]=[CH:32][CH:33]=5)=[CH:26][N:5]4[C:4]=2[CH:3]=1)[CH:8]=[C:9]([O:16][CH2:17][C:18]1[CH:19]=[N:20][CH:21]=[CH:22][CH:23]=1)[CH:10]=3.[CH3:35][S:36]([OH:39])(=[O:38])=[O:37]>CO>[CH3:35][S:36]([OH:39])(=[O:38])=[O:37].[CH3:35][S:36]([OH:39])(=[O:38])=[O:37].[Br:1][C:2]1[CH:15]=[CH:14][C:13]2[S:12][C:11]3[C:6]4=[C:7]([C:24](=[O:34])[C:25]([CH2:27][C:28]5[CH:29]=[N:30][CH:31]=[CH:32][CH:33]=5)=[CH:26][N:5]4[C:4]=2[CH:3]=1)[CH:8]=[C:9]([O:16][CH2:17][C:18]1[CH:19]=[N:20][CH:21]=[CH:22][CH:23]=1)[CH:10]=3 |f:3.4.5|. The yield is 95.0%. Procedure details: The compound (9.34 g) obtained in Example 39 was suspended in methanol (360 mL) and to the suspension was added methanesulfonic acid (2.35 mL). The solution was condensed under reduced pressure and the residue was crystallized with a small amount of methanol to obtain title compound (12 g; 95%). The solvent is CO (methanol). Reactants: BrC1=CC=2N3C4=C(C=C(C=C4SC2C=C1)OCC=1C=NC=CC1)C(C(=C3)CC=3C=NC=CC3)=O (10-bromo-2-(3-pyridylmethyl)-5-(3-pyridylmethyloxy)- 3H-pyrido[3,2,1-kl]phenothiazin-3-one), CS(=O)(=O)O (methanesulfonic acid). Starting materials: O (water), CCC(=O)NC1=CC=CC=C1 (2-methylacetanilide), IC1=CC=CC=C1 (iodobenzene), C([O-])([O-])=O.[K+].[K+] (potassium carbonate). The reagents and catalysts are [Cu](I)I (copper iodide). Run in C(C)(=O)OCC (ethyl acetate). Conditions: temperature 150 celsius, time 8 hour. Yields the product CCC(=O)N(C1=CC=CC=C1)C1=CC=CC=C1 (2-methyl-N-phenylacetanilide). Yield: 73.0%. Reaction SMILES: [CH3:1][CH2:2][C:3]([NH:5][C:6]1[CH:11]=[CH:10][CH:9]=[CH:8][CH:7]=1)=[O:4].I[C:13]1[CH:18]=[CH:17][CH:16]=[CH:15][CH:14]=1.C(=O)([O-])[O-].[K+].[K+].O>[Cu](I)I.C(OCC)(=O)C>[CH3:1][CH2:2][C:3]([N:5]([C:13]1[CH:18]=[CH:17][CH:16]=[CH:15][CH:14]=1)[C:6]1[CH:11]=[CH:10][CH:9]=[CH:8][CH:7]=1)=[O:4] |f:2.3.4|. Procedure: A mixture of 2-methylacetanilide (4.5 g), iodobenzene (6.8 ml), potassium carbonate (8.3 g), and copper iodide (574 mg) was stirred overnight at 150° C. After the mixture was allowed to cool, water and ethyl acetate were added thereto, and the mixture was further stirred. The mixture was then filtered with celite. Filtrate was collected, and an aqueous phase was extracted with ethyl acetate. The extract was washed with water and saturated brine, and dried over sodium sulfate. The resulting solut... Solvent: CO.C1CCOC1 (methanol THF). Yields the product C(N)(=O)C=1N=C(SC1)N1C(=CC=C1C1=CC=C(C=C1)OC)CCC(=O)O (3-[1-(4-Carbamoyl-thiazol-2-yl)-5-(4-methoxy-phenyl)-1H-pyrrol-2-yl]-propionic acid). The reactants are C(C)OC(CCC=1N(C(=CC1)C1=CC=C(C=C1)OC)C=1SC=C(N1)C(N)=O)=O (3-[1-(4-Carbamoyl-thiazol-2-yl)-5-(4-methoxy-phenyl)-1H-pyrrol-2-yl]-propionic acid ethyl ester), [Li+].[OH-] (LiOH). Conditions: time 24 hour. RXN SMILES: C([O:3][C:4](=[O:28])[CH2:5][CH2:6][C:7]1[N:8]([C:20]2[S:21][CH:22]=[C:23]([C:25](=[O:27])[NH2:26])[N:24]=2)[C:9]([C:12]2[CH:17]=[CH:16][C:15]([O:18][CH3:19])=[CH:14][CH:13]=2)=[CH:10][CH:11]=1)C.[Li+].[OH-]>CO.C1COCC1>[C:25]([C:23]1[N:24]=[C:20]([N:8]2[C:9]([C:12]3[CH:17]=[CH:16][C:15]([O:18][CH3:19])=[CH:14][CH:13]=3)=[CH:10][CH:11]=[C:7]2[CH2:6][CH2:5][C:4]([OH:28])=[O:3])[S:21][CH:22]=1)(=[O:27])[NH2:26] |f:1.2,3.4|. Reported procedure: To 3-[1-(4-Carbamoyl-thiazol-2-yl)-5-(4-methoxy-phenyl)-1H-pyrrol-2-yl]-propionic acid ethyl ester (0.15 mmol) in a 2:1 mixture of methanol/THF was added 2M LiOH (0.30 mmol). The reaction mixture was stirred for 24 hours. The solvent was removed in vacuo. The residue was diluted with water (2 mL) and extracted with ethyl ether. The pH of the aqueous layer was adjusted to 2 with 1N HCl. The resulting suspension was filtered; the solid was washed with water and dried to give the final compound. Yi... The reactants are C(C)OC(=O)C1=CC=2C(=CN=CC2)N1C (1-methyl-1H-pyrrolo[2,3-c]pyridine-2-carboxylic acid ethyl ester), [OH-].[Na+] (NaOH), CC(=O)O (AcOH). Solvent: CCO (EtOH). Run at temperature 60 celsius, time 4 hour. The product is CN1C(=CC=2C1=CN=CC2)C(=O)O (1-Methyl-1H-pyrrolo[2,3-c]pyridine-2-carboxylic acid). Reaction SMILES: C([O:3][C:4]([C:6]1[N:14]([CH3:15])[C:9]2=[CH:10][N:11]=[CH:12][CH:13]=[C:8]2[CH:7]=1)=[O:5])C.[OH-].[Na+].CC(O)=O>CCO>[CH3:15][N:14]1[C:9]2=[CH:10][N:11]=[CH:12][CH:13]=[C:8]2[CH:7]=[C:6]1[C:4]([OH:5])=[O:3] |f:1.2|. Procedure details: NaH (60% dispersion in mineral oil, 51 mg, 1.26 mmol) was added to a solution of 1H-pyrrolo[2,3-c]pyridine-2-carboxylic acid ethyl ester (200 mg, 1.05 mmol) in anhydrous DMF (10 mL) at 0° C. The mixture was stirred for 1 h, before being treated with MeI (79 μL, 1.26 mmol) and allowed to warm to 20° C. After 16 h, saturated aqueous NH4Cl (10 mL) was added, then the suspension was stirred vigorously for 1 h. The mixture was partitioned between H2O (10 mL) and EtOAc (30 mL), then the aqueous layer ...